describe an organic reaction: reactants, conditions, products, and yield From a dataset of the Open Reaction Database (ORD), a public repository of structured organic reaction records. The reactants are CCOC(=O)C1(N)Cc2ccccc2C1, CCCC[Sn](Cl)(Cl)CCCC, C1CCOC1, Cc1cccc(C=O)c1O, [SiH3]c1ccccc1. The product is CCOC(=O)C1(NCc2cccc(C)c2O)Cc2ccccc2C1. RXN SMILES: [CH2:1]([CH3:2])[O:3][C:4](=[O:5])[C:6]1([NH2:15])[CH2:7][c:8]2[cH:9][cH:10][cH:11][cH:12][c:13]2[CH2:14]1.[CH2:33]([Sn:34]([Cl:35])([Cl:36])[CH2:37][CH2:38][CH2:39][CH3:40])[CH2:41][CH2:42][CH3:43].[O:44]1[CH2:45][CH2:46][CH2:47][CH2:48]1.[OH:16][c:17]1[c:18]([CH:19]=[O:20])[cH:21][cH:22][cH:23][c:24]1[CH3:25].[c:26]1([SiH3:27])[cH:28][cH:29][cH:30][cH:31][cH:32]1>>[CH2:1]([CH3:2])[O:3][C:4](=[O:5])[C:6]1([NH:15][CH2:19][c:18]2[c:17]([OH:16])[c:24]([CH3:25])[cH:23][cH:22][cH:21]2)[CH2:7][c:8]2[cH:9][cH:10][cH:11][cH:12][c:13]2[CH2:14]1. Starting materials: CCO, CCOC(C)=O, NN, [Na+], O=C([O-])O, COc1ccc2c(Oc3ccc(NC(=O)c4c(C)n(CCN5C(=O)c6ccccc6C5=O)n(-c5ccccc5)c4=O)cc3F)ccnc2c1, O. Yields the product COc1ccc2c(Oc3ccc(NC(=O)c4c(C)n(CCN)n(-c5ccccc5)c4=O)cc3F)ccnc2c1. Reaction SMILES: [CH3:51][CH2:52][OH:53].[CH3:61][CH2:62][O:63][C:64]([CH3:65])=[O:66].[NH2:54][NH2:55].[Na+:60].[O-:56][C:57]([OH:58])=[O:59].[O:1]=[C:2]1[N:3]([CH2:12][CH2:13][n:14]2[n:15](-[c:44]3[cH:45][cH:46][cH:47][cH:48][cH:49]3)[c:16](=[O:43])[c:17]([C:20](=[O:21])[NH:22][c:23]3[cH:24][c:25]([F:42])[c:26]([O:29][c:30]4[cH:31][cH:32][n:33][c:34]5[cH:35][c:36]([O:40][CH3:41])[cH:37][cH:38][c:39]45)[cH:27][cH:28]3)[c:18]2[CH3:19])[C:10](=[O:11])[c:5]2[c:4]1[cH:9][cH:8][cH:7][cH:6]2.[OH2:50]>>[NH2:3][CH2:12][CH2:13][n:14]1[n:15](-[c:44]2[cH:45][cH:46][cH:47][cH:48][cH:49]2)[c:16](=[O:43])[c:17]([C:20](=[O:21])[NH:22][c:23]2[cH:24][c:25]([F:42])[c:26]([O:29][c:30]3[cH:31][cH:32][n:33][c:34]4[cH:35][c:36]([O:40][CH3:41])[cH:37][cH:38][c:39]34)[cH:27][cH:28]2)[c:18]1[CH3:19].